From a dataset of the Open Reaction Database (ORD), a public repository of structured organic reaction records. describe an organic reaction: reactants, conditions, products, and yield Product: C(C)(C)NC(=O)C1=CN=C(S1)\C=C\C=1C(=NOC1C)C1=CC=CC=C1 (2-[(E)-2-(5-Methyl-3-phenyl-isoxazol-4-yl)-vinyl]-thiazole-5-carboxylic acid isoprop-ylamide). RXN SMILES: C(O[C:4]([C:6]1[S:10][C:9](/[CH:11]=[CH:12]/[C:13]2[C:14]([C:19]3[CH:24]=[CH:23][CH:22]=[CH:21][CH:20]=3)=[N:15][O:16][C:17]=2[CH3:18])=[N:8][CH:7]=1)=[O:5])C.[CH:25]([NH2:28])([CH3:27])[CH3:26]>>[CH:25]([NH:28][C:4]([C:6]1[S:10][C:9](/[CH:11]=[CH:12]/[C:13]2[C:14]([C:19]3[CH:20]=[CH:21][CH:22]=[CH:23][CH:24]=3)=[N:15][O:16][C:17]=2[CH3:18])=[N:8][CH:7]=1)=[O:5])([CH3:27])[CH3:26]. Reactants: C(C)OC(=O)C1=CN=C(S1)\C=C\C=1C(=NOC1C)C1=CC=CC=C1 (2-[(E)-2-(5-methyl-3-phenyl-isoxazol-4-yl)-vinyl]-thiazole-5-carboxylic acid ethyl ester), C(C)(C)N (isopropylamine). The yield is 71.0%. Procedure details: As described for example 63b, 2-[(E)-2-(5-methyl-3-phenyl-isoxazol-4-yl)-vinyl]-thiazole-5-carboxylic acid ethyl ester (50 mg, 0.15 mmol) was converted, using isopropylamine instead of 4-aminotetrahydropyran, to the title compound (37 mg, 71%) which was obtained as a white solid. MS: m/e=354.4 [M+H]+. The reactants are COCCN, O=C(O)c1cccc(-c2nc(N3CCOCC3)nc3c2CCN3c2ccncc2)c1, On1nnc2ccccc21. The product is COCCNC(=O)c1cccc(-c2nc(N3CCOCC3)nc3c2CCN3c2ccncc2)c1. RXN SMILES: [CH3:41][O:42][CH2:43][CH2:44][NH2:45].[O:1]1[CH2:2][CH2:3][N:4]([c:7]2[n:8][c:9](-[c:22]3[cH:23][c:24]([C:25](=[O:26])[OH:27])[cH:28][cH:29][cH:30]3)[c:10]3[c:11]([n:12]2)[N:13]([c:16]2[cH:17][cH:18][n:19][cH:20][cH:21]2)[CH2:14][CH2:15]3)[CH2:5][CH2:6]1.[OH:31][n:32]1[c:33]2[c:34]([cH:35][cH:36][cH:37][cH:38]2)[n:39][n:40]1>>[O:1]1[CH2:2][CH2:3][N:4]([c:7]2[n:8][c:9](-[c:22]3[cH:23][c:24]([C:25](=[O:27])[NH:45][CH2:44][CH2:43][O:42][CH3:41])[cH:28][cH:29][cH:30]3)[c:10]3[c:11]([n:12]2)[N:13]([c:16]2[cH:17][cH:18][n:19][cH:20][cH:21]2)[CH2:14][CH2:15]3)[CH2:5][CH2:6]1.